This data is from the Open Reaction Database (ORD), a public repository of structured organic reaction records. The task is: describe an organic reaction: reactants, conditions, products, and yield Starting materials: Cc1cc(Nc2cc3ccccc3c(Cl)n2)n[nH]1, CC(=O)Nc1ccc(O)cc1. Yields the product CC(=O)Nc1ccc(Oc2nc(Nc3cc(C)[nH]n3)cc3ccccc23)cc1. Reaction SMILES: [Cl:12][c:13]1[n:14][c:15]([NH:23][c:24]2[n:25][nH:26][c:27]([CH3:29])[cH:28]2)[cH:16][c:17]2[cH:18][cH:19][cH:20][cH:21][c:22]12.[OH:1][c:2]1[cH:3][cH:4][c:5]([NH:8][C:9]([CH3:10])=[O:11])[cH:6][cH:7]1>>[O:1]([c:2]1[cH:3][cH:4][c:5]([NH:8][C:9]([CH3:10])=[O:11])[cH:6][cH:7]1)[c:13]1[n:14][c:15]([NH:23][c:24]2[n:25][nH:26][c:27]([CH3:29])[cH:28]2)[cH:16][c:17]2[cH:18][cH:19][cH:20][cH:21][c:22]12. The reactants are COc1ccc2sc(C(=O)O)nc2c1[N+](=O)[O-], ClCCl. Yields the product COc1ccc2scnc2c1[N+](=O)[O-]. As a reaction SMILES: [CH3:1][O:2][c:3]1[cH:4][cH:5][c:6]2[c:7]([n:8][c:9]([C:11]([OH:12])=[O:13])[s:10]2)[c:14]1[N+:15](=[O:16])[O-:17].[Cl:18][CH2:19][Cl:20]>>[CH3:1][O:2][c:3]1[cH:4][cH:5][c:6]2[c:7]([n:8][cH:9][s:10]2)[c:14]1[N+:15](=[O:16])[O-:17].